From a dataset of the Open Reaction Database (ORD), a public repository of structured organic reaction records. describe an organic reaction: reactants, conditions, products, and yield The reactants are N[C@@H](CC(=O)O)C(=O)O (L-aspartic acid), ClC(=O)OCC1=CC=CC=C1 (benzyl chloroformate). Yields the product C(C1=CC=CC=C1)OC(=O)N[C@@H](CC(=O)O)C(=O)O (N-benzyloxycarbonyl-L-aspartic acid). RXN SMILES: [NH2:1][C@H:2]([C:7]([OH:9])=[O:8])[CH2:3][C:4]([OH:6])=[O:5].Cl[C:11]([O:13][CH2:14][C:15]1[CH:20]=[CH:19][CH:18]=[CH:17][CH:16]=1)=[O:12]>>[CH2:14]([O:13][C:11]([NH:1][C@H:2]([C:7]([OH:9])=[O:8])[CH2:3][C:4]([OH:6])=[O:5])=[O:12])[C:15]1[CH:20]=[CH:19][CH:18]=[CH:17][CH:16]=1. Reported procedure: The amino group of L-aspartic acid was protected as in Example 2 using benzyl chloroformate, to form N-benzyloxycarbonyl-L-aspartic acid. Reactants: FC1=CC=C(C=C1)CC=1C(NN=CC1C1=CC=C(C=C1)S(=O)(=O)C)=O (4-(4-fluorophenylmethyl)-5-[4-(methylsulfonyl)phenyl]-3(2H)-pyridazinone), BrC1=CC(=C(C=C1)F)Cl (4-bromo-2-chloro-1-fluorobenzene), N (NH3). The product is ClC=1C=C(C=CC1F)N1N=CC(=C(C1=O)CC1=CC=C(C=C1)F)C1=CC=C(C=C1)S(=O)(=O)C (2-(3-Chloro-4-fluorophenyl)-4-(4-fluorobenzyl)-5-[4-(methylsulfonyl)phenyl]-3(2H)-pyridazinone). Reaction SMILES: [F:1][C:2]1[CH:7]=[CH:6][C:5]([CH2:8][C:9]2[C:10](=[O:25])[NH:11][N:12]=[CH:13][C:14]=2[C:15]2[CH:20]=[CH:19][C:18]([S:21]([CH3:24])(=[O:23])=[O:22])=[CH:17][CH:16]=2)=[CH:4][CH:3]=1.Br[C:27]1[CH:32]=[CH:31][C:30]([F:33])=[C:29]([Cl:34])[CH:28]=1.N>>[Cl:34][C:29]1[CH:28]=[C:27]([N:11]2[C:10](=[O:25])[C:9]([CH2:8][C:5]3[CH:6]=[CH:7][C:2]([F:1])=[CH:3][CH:4]=3)=[C:14]([C:15]3[CH:20]=[CH:19][C:18]([S:21]([CH3:24])(=[O:23])=[O:22])=[CH:17][CH:16]=3)[CH:13]=[N:12]2)[CH:32]=[CH:31][C:30]=1[F:33]. Reported procedure: The title compound was prepared according to the method of Example 62 substituting 4-(4-fluorophenylmethyl)-5-[4-(methylsulfonyl)phenyl]-3(2H)-pyridazinone in place of 4-(4-fluorophenyl)-5-[4-(methylsulfonyl)phenyl]-3(2H)-pyridazinone and substituting 4-bromo-2-chloro-1-fluorobenzene in place of 4-iodo-1-fluorobenzene (yield: 0.110 g, 74%). mp 153-156° C. 1H NMR (300 MHz, DMSO d6) δ 3.30 (s, 3H), 3.89 (bs, 2H), 7.02-7.07 (m, 4H), 7.59 (m, 1H), 7.65-7.72 (m, 4H), 8.07 (m, 2H), 8.12 (s, 1H). MS (D... Starting materials: [BH4-], CC(C)O, [Na+], N#CC=C(c1ccccc1)c1ccc2cc[nH]c2c1. Product: N#CCC(c1ccccc1)c1ccc2cc[nH]c2c1. RXN SMILES: [BH4-:20].[CH3:22][CH:23]([OH:24])[CH3:25].[Na+:21].[nH:1]1[cH:2][cH:3][c:4]2[cH:5][cH:6][c:7]([C:10](=[CH:11][C:12]#[N:13])[c:14]3[cH:15][cH:16][cH:17][cH:18][cH:19]3)[cH:8][c:9]12>>[nH:1]1[cH:2][cH:3][c:4]2[cH:5][cH:6][c:7]([CH:10]([CH2:11][C:12]#[N:13])[c:14]3[cH:15][cH:16][cH:17][cH:18][cH:19]3)[cH:8][c:9]12. The reactants are O (water), CN(C=NS(=O)(=O)C=1SC2=C(N1)C=CC(=C2)O)C (N,N-Dimethyl-N'-(6-hydroxybenzothiazole-2-sulfonyl)formamidine), C(C=C)Br (allyl bromide), C([O-])([O-])=O.[K+].[K+] (potassium carbonate). The solvent is CS(=O)C (dimethyl sulfoxide). Conditions: temperature 60 celsius. The product is CN(C=NS(=O)(=O)C=1SC2=C(N1)C=CC(=C2)OCC=C)C (N,N-Dimethyl-N'-(6-allyloxybenzothiazole-2-sulfonyl)formamidine). Yield: 70.7%. Reaction SMILES: [CH3:1][N:2]([CH3:18])[CH:3]=[N:4][S:5]([C:8]1[S:9][C:10]2[CH:16]=[C:15]([OH:17])[CH:14]=[CH:13][C:11]=2[N:12]=1)(=[O:7])=[O:6].[CH2:19](Br)[CH:20]=[CH2:21].C(=O)([O-])[O-].[K+].[K+].O>CS(C)=O>[CH3:1][N:2]([CH3:18])[CH:3]=[N:4][S:5]([C:8]1[S:9][C:10]2[CH:16]=[C:15]([O:17][CH2:21][CH:20]=[CH2:19])[CH:14]=[CH:13][C:11]=2[N:12]=1)(=[O:6])=[O:7] |f:2.3.4|. Procedure: A solution of product from Step A (1.14 gm, 4.0 mmol) and allyl bromide (0.5 mL, 5.5 mmol) in dimethyl sulfoxide (8 mL) containing potassium carbonate (0.75 gm, 5.4 mmol) was warmed at 60° C. for 15-20 hours. The reaction mixture was poured into water and the product was extracted into ethyl acetate, dried (Na2SO4) and evaporated to give a viscous oil (0.92 gm). Starting materials: O=C1OC(c2ccccc2)(c2ccccc2)CC(O)=C1Br, C1CCNCC1, Cc1cccc(S)c1, ClCCl, [Na+], [OH-]. Yields the product Cc1cccc(SC2=C(O)CC(c3ccccc3)(c3ccccc3)OC2=O)c1. As a reaction SMILES: [Br:1][C:2]1=[C:7]([OH:8])[CH2:6][C:5]([c:9]2[cH:10][cH:11][cH:12][cH:13][cH:14]2)([c:15]2[cH:16][cH:17][cH:18][cH:19][cH:20]2)[O:4][C:3]1=[O:21].[CH2:30]1[CH2:31][CH2:32][NH:33][CH2:34][CH2:35]1.[CH3:22][c:23]1[cH:24][c:25]([SH:29])[cH:26][cH:27][cH:28]1.[Cl:36][CH2:37][Cl:38].[Na+:40].[OH-:39]>>[C:2]1([S:29][c:25]2[cH:24][c:23]([CH3:22])[cH:28][cH:27][cH:26]2)=[C:7]([OH:8])[CH2:6][C:5]([c:9]2[cH:10][cH:11][cH:12][cH:13][cH:14]2)([c:15]2[cH:16][cH:17][cH:18][cH:19][cH:20]2)[O:4][C:3]1=[O:21]. The reactants are OCc1ccc(F)cc1OCc1ccccc1, ClC(Cl)Cl. Product: O=Cc1ccc(F)cc1OCc1ccccc1. RXN SMILES: [CH2:1]([c:2]1[cH:3][cH:4][cH:5][cH:6][cH:7]1)[O:8][c:9]1[c:10]([CH2:11][OH:12])[cH:13][cH:14][c:15]([F:17])[cH:16]1.[CH:18]([Cl:19])([Cl:20])[Cl:21]>>[CH2:1]([c:2]1[cH:3][cH:4][cH:5][cH:6][cH:7]1)[O:8][c:9]1[c:10]([CH:11]=[O:12])[cH:13][cH:14][c:15]([F:17])[cH:16]1. Procedure details: Sodium hydride (620 mg; 60% oil dispersion) was added in portions to benzofurazan-4-ol (1.749) in dimethyl formamide (30ml). The mixture was heated at 50° C. for 30 min. Epibromohydrin (1.6 ml) was added and the mixture was heated at 60° C. for 2 hours. The reaction mixture was poured into water and extracted with ethyl acetate. The organic phase was washed with water, dried over Na2SO4, and evaporated. The residue was chromatographed on silica gel (50% ethyl acetate/hexane) to give 1-(4-benzofu... Run in CN(C=O)C (dimethyl formamide). Conditions: temperature 50 celsius. Starting materials: O (water), [H-].[Na+] (Sodium hydride), N1=C2C(=NO1)C(=CC=C2)O (benzofurazan-4-ol), C(Br)C1CO1 (Epibromohydrin). Reaction SMILES: [H-].[Na+].[N:3]1[O:7][N:6]=[C:5]2[C:8]([OH:12])=[CH:9][CH:10]=[CH:11][C:4]=12.[CH2:13]([CH:15]1[O:17][CH2:16]1)Br.O>CN(C)C=O>[N:3]1[O:7][N:6]=[C:5]2[C:8]([O:12][CH2:13][CH:15]3[O:17][CH2:16]3)=[CH:9][CH:10]=[CH:11][C:4]=12 |f:0.1|. Product: N1=C2C(=NO1)C(=CC=C2)OCC2CO2 (1-(4-benzofurazanyloxy)-2,3-epoxypropane).